This data is from the Open Reaction Database (ORD), a public repository of structured organic reaction records. The task is: describe an organic reaction: reactants, conditions, products, and yield Starting materials: CC[O-].[Na+] (sodium ethylate), C(C)OC(=O)CC(C(C#N)Br)(C)C (3-bromo-3-cyano-2,2-dimethyl-propane-1-carboxylic acid ethyl ester), Cl (HCl), O (water). The solvent is C(C)O (ethanol), C(C)O (ethanol). Run at time 3 hour. Product: C(C)OC(=O)C1C(C1(C)C)C#N (2-cyano-3,3-dimethyl-cyclopropane-1-carboxylic acid ethyl ester). The yield is 69.0%. As a reaction SMILES: CC[O-].[Na+].[CH2:5]([O:7][C:8]([CH2:10][C:11]([CH3:17])([CH3:16])[CH:12](Br)[C:13]#[N:14])=[O:9])[CH3:6].O.Cl>C(O)C>[CH2:5]([O:7][C:8]([CH:10]1[C:11]([CH3:17])([CH3:16])[CH:12]1[C:13]#[N:14])=[O:9])[CH3:6] |f:0.1|. Reported procedure: 8.15 g (0.12 mol) of sodium ethylate in 30 ml of ethanol were added dropwise to a solution of 24.8 g (0.1 mol) of 3-bromo-3-cyano-2,2-dimethyl-propane-1-carboxylic acid ethyl ester in 50 ml of ethanol. The mixture was subsequently stirred at 50°-60° C. for 3 hours. 200 ml of water were then added and the reaction mixture was neutralized with HCl and extracted twice with 50 ml of methylene chloride each time. The combined methylene chloride extracts were washed twice with 50 ml of H2O each time, ... Reactants: CO, O=C[O-], [NH4+], OCC=Cc1ccc(-c2ncccn2)cc1. Yields the product OCCCc1ccc(-c2ncccn2)cc1. RXN SMILES: [CH3:21][OH:22].[CH:17]([O-:18])=[O:19].[NH4+:20].[n:1]1[c:2](-[c:7]2[cH:8][cH:9][c:10]([CH:13]=[CH:14][CH2:15][OH:16])[cH:11][cH:12]2)[n:3][cH:4][cH:5][cH:6]1>>[n:1]1[c:2](-[c:7]2[cH:8][cH:9][c:10]([CH2:13][CH2:14][CH2:15][OH:16])[cH:11][cH:12]2)[n:3][cH:4][cH:5][cH:6]1. Starting materials: CC1(Br)CCOC1=O, CC(=O)Cl, CC(C)O, [K+], CC(=O)SC1CCOCC1, [OH-]. The product is CC1(SC2CCOCC2)CCOC1=O. RXN SMILES: [Br:13][C:14]1([CH3:20])[C:15](=[O:16])[O:17][CH2:18][CH2:19]1.[CH3:21][C:22](=[O:23])[Cl:24].[CH3:25][CH:26]([OH:27])[CH3:28].[K+:12].[O:1]1[CH2:2][CH2:3][CH:4]([S:7][C:8](=[O:9])[CH3:10])[CH2:5][CH2:6]1.[OH-:11]>>[O:1]1[CH2:2][CH2:3][CH:4]([S:7][C:14]2([CH3:20])[C:15](=[O:16])[O:17][CH2:18][CH2:19]2)[CH2:5][CH2:6]1. The reactants are C(#N)C=1C(=C2C=CN(C2=CC1)CC(NO)=N)C(F)(F)F (2-[5-cyano-4-(trifluoromethyl)-1H-indol-1-yl]-N-hydroxyethanimidamide), ClC1=C(C=C(C(=O)O)C=C1)F (4-chloro-3-fluorobenzoic acid). Yields the product ClC1=C(C=C(C=C1)C1=NC(=NO1)CN1C=CC2=C(C(=CC=C12)C#N)C(F)(F)F)F (1-{[5-(4-Chloro-3-fluorophenyl)-1,2,4-oxadiazol-3-yl]methyl}-4-(trifluoromethyl)-1H-indole-5-carbonitrile). As a reaction SMILES: [C:1]([C:3]1[C:4]([C:17]([F:20])([F:19])[F:18])=[C:5]2[C:9](=[CH:10][CH:11]=1)[N:8]([CH2:12][C:13](=[NH:16])[NH:14][OH:15])[CH:7]=[CH:6]2)#[N:2].[Cl:21][C:22]1[CH:30]=[CH:29][C:25]([C:26](O)=O)=[CH:24][C:23]=1[F:31]>>[Cl:21][C:22]1[CH:30]=[CH:29][C:25]([C:26]2[O:15][N:14]=[C:13]([CH2:12][N:8]3[C:9]4[C:5](=[C:4]([C:17]([F:19])([F:20])[F:18])[C:3]([C:1]#[N:2])=[CH:11][CH:10]=4)[CH:6]=[CH:7]3)[N:16]=2)=[CH:24][C:23]=1[F:31]. Procedure: Synthesized as described in Example 241 from 2-[5-cyano-4-(trifluoromethyl)-1H-indol-1-yl]-N-hydroxyethanimidamide and 4-chloro-3-fluorobenzoic acid: MS (ES) m/z 421 (M+1). The reactants are CO, CCOC(=O)C1(c2ccc([N+](=O)[O-])c(OCC3CC3)c2)CCC1, [OH-], [OH-], [Pd+2]. The product is CCOC(=O)C1(c2ccc(N)c(OCC3CC3)c2)CCC1. RXN SMILES: [CH3:24][OH:25].[CH:1]1([CH2:4][O:5][c:6]2[cH:7][c:8]([C:15]3([C:19](=[O:20])[O:21][CH2:22][CH3:23])[CH2:16][CH2:17][CH2:18]3)[cH:9][cH:10][c:11]2[N+:12]([O-:13])=[O:14])[CH2:2][CH2:3]1.[OH-:26].[OH-:27].[Pd+2:28]>>[CH:1]1([CH2:4][O:5][c:6]2[cH:7][c:8]([C:15]3([C:19](=[O:20])[O:21][CH2:22][CH3:23])[CH2:16][CH2:17][CH2:18]3)[cH:9][cH:10][c:11]2[NH2:12])[CH2:2][CH2:3]1.